Dataset: the Open Reaction Database (ORD), a public repository of structured organic reaction records. Task: describe an organic reaction: reactants, conditions, products, and yield Reactants: ClC1=C(C#N)C=CC(=C1)C=1C=NC=C(C1)C=O (2-Chloro-4-(5-formyl-pyridin-3-yl)-benzonitrile), C(C)S(=O)(=O)N (ethanesulfonamide), C1(CC1)[Mg]Br (Cyclopropylmagnesium bromide). Reagents/catalysts: CC([O-])C.[Ti+4].CC([O-])C.CC([O-])C.CC([O-])C (Titanium(IV) isopropoxide). The solvent is C1(=CC=CC=C1)C (toluene). Run at temperature -40 celsius, time 8 hour. Yields the product ClC=1C=C(C=CC1C#N)C=1C=C(C=NC1)C(NS(=O)(=O)CC)C1CC1 (N-((5-(3-chloro-4-cyanophenyl)pyridin-3-yl)(cyclopropyl)methyl)ethanesulfonamide). RXN SMILES: [Cl:1][C:2]1[CH:9]=[C:8]([C:10]2[CH:11]=[N:12][CH:13]=[C:14]([CH:16]=O)[CH:15]=2)[CH:7]=[CH:6][C:3]=1[C:4]#[N:5].[CH2:18]([S:20]([NH2:23])(=[O:22])=[O:21])[CH3:19].[CH:24]1([Mg]Br)[CH2:26][CH2:25]1>C1(C)C=CC=CC=1.CC(C)[O-].[Ti+4].CC(C)[O-].CC(C)[O-].CC(C)[O-]>[Cl:1][C:2]1[CH:9]=[C:8]([C:10]2[CH:15]=[C:14]([CH:16]([CH:24]3[CH2:26][CH2:25]3)[NH:23][S:20]([CH2:18][CH3:19])(=[O:22])=[O:21])[CH:13]=[N:12][CH:11]=2)[CH:7]=[CH:6][C:3]=1[C:4]#[N:5] |f:4.5.6.7.8|. Procedure: Titanium(IV) isopropoxide (0.365 mL, 1.245 mmol) was added to a mixture of 2-chloro-4-(5-formylpyridin-3-yl)benzonitrile (as prepared in Example 23, step 1; 0.151 g, 0.622 mmol), ethanesulfonamide (0.085 g, 0.778 mmol) in toluene (10 mL) at room temperature. The resulting mixture was heated to reflux for 4 h. After concentration, the residue was dissolved in THF (5 mL), and cooled to −40° C. Cyclopropylmagnesium bromide (3.73 mL, 1.867 mmol) was added dropwise, and the resulting mixture was slow... The reactants are BrC1=CC=C(O[C@@H]2[C@@H](CN(CC2)C(=O)OCC)C2=CC=CC=C2)C=C1 (cis-4-(4-bromophenoxy)-1-ethoxycarbonyl-3-phenylpiperidine), [OH-].[Na+] (sodium hydroxide), C(C)O (ethanol). The solvent is CCCCCC (hexane). The product is BrC1=CC=C(O[C@@H]2[C@@H](CNCC2)C2=CC=CC=C2)C=C1 (Cis-4-(4-bromophenoxy)-3-phenylpiperidine). RXN SMILES: [Br:1][C:2]1[CH:25]=[CH:24][C:5]([O:6][C@H:7]2[CH2:12][CH2:11][N:10](C(OCC)=O)[CH2:9][C@H:8]2[C:18]2[CH:23]=[CH:22][CH:21]=[CH:20][CH:19]=2)=[CH:4][CH:3]=1.[OH-].[Na+].C(O)C>CCCCCC>[Br:1][C:2]1[CH:3]=[CH:4][C:5]([O:6][C@H:7]2[CH2:12][CH2:11][NH:10][CH2:9][C@H:8]2[C:18]2[CH:23]=[CH:22][CH:21]=[CH:20][CH:19]=2)=[CH:24][CH:25]=1 |f:1.2|. Procedure details: A mixture of 7.28 g of cis-4-(4-bromophenoxy)-1-ethoxycarbonyl-3-phenylpiperidine, 48 ml of 20% aqueous sodium hydroxide solution and 90 ml of absolute ethanol is refluxed overnight under nitrogen. The mixture is cooled and partitioned between 50 ml of water and 100 ml of ether. The aqueous phase is extracted with ether (100 ml), and the combined organic phases are concentrated in vacuo. The resulting solid is dissolved in dichloromethane (100 ml) and washed with saturated sodium chloride soluti... Starting materials: CC(=O)SCCC(=O)N1CC(Oc2ccccc2)CC1C(=O)O, N. Yields the product O=C(O)C1CC(Oc2ccccc2)CN1C(=O)CCS. Reaction SMILES: [C:1](=[O:2])([CH3:3])[S:4][CH2:5][CH2:6][C:7](=[O:8])[N:9]1[CH:10]([C:11](=[O:12])[OH:13])[CH2:14][CH:15]([O:17][c:18]2[cH:19][cH:20][cH:21][cH:22][cH:23]2)[CH2:16]1.[NH3:24]>>[SH:4][CH2:5][CH2:6][C:7](=[O:8])[N:9]1[CH:10]([C:11](=[O:12])[OH:13])[CH2:14][CH:15]([O:17][c:18]2[cH:19][cH:20][cH:21][cH:22][cH:23]2)[CH2:16]1. The reactants are C=CCC1=C(C)C(O)CC1=O, COC(=O)C(F)=CC1C(C(=O)O)C1(C)C, ClC(Cl)Cl. Yields the product C=CCC1=C(C)C(OC(=O)C2C(C=C(F)C(=O)OC)C2(C)C)CC1=O. Reaction SMILES: [CH3:16][C:17]1=[C:21]([CH2:22][CH:23]=[CH2:24])[C:20](=[O:25])[CH2:19][CH:18]1[OH:26].[CH3:1][C:2]1([CH3:15])[CH:3]([C:12](=[O:13])[OH:14])[CH:4]1[CH:5]=[C:6]([C:7]([O:8][CH3:9])=[O:10])[F:11].[CH:27]([Cl:28])([Cl:29])[Cl:30]>>[CH3:1][C:2]1([CH3:15])[CH:3]([C:12](=[O:13])[O:14][CH:18]2[C:17]([CH3:16])=[C:21]([CH2:22][CH:23]=[CH2:24])[C:20](=[O:25])[CH2:19]2)[CH:4]1[CH:5]=[C:6]([C:7]([O:8][CH3:9])=[O:10])[F:11]. The reactants are OCCO, CSCCC=O, Cc1ccc(S(=O)(=O)O)cc1, c1ccccc1. Reaction SMILES: [CH2:7]([CH2:8][OH:9])[OH:10].[CH3:1][S:2][CH2:3][CH2:4][CH:5]=[O:6].[c:11]1([CH3:12])[cH:13][cH:14][c:15]([S:16]([OH:17])(=[O:18])=[O:19])[cH:20][cH:21]1.[cH:22]1[cH:23][cH:24][cH:25][cH:26][cH:27]1>>[CH3:1][S:2][CH2:3][CH2:4][CH:5]1[O:6][CH2:7][CH2:8][O:9]1. The product is CSCCC1OCCO1. The product is C(C)OC(CC1=CC=C(C=C1)N1C(N(C2=CC=CC=C2C1=O)CC(NC1=C(C=C(C(=C1)Cl)OC)OC)=O)=O)=O ([4-{1-[(5-Chloro-2,4-dimethoxy-phenylcarbamoyl)-methyl]-2,4-dioxo-1,4-dihydro-2H-quinazolin-3-yl}-phenyl)-acetic acid ethyl ester). Reported procedure: A round bottomed flask charged with [4-(2,4-dioxo-1,4-dihydro-2H-quinazolin-3-yl)-phenyl]-acetic acid ethyl ester (Intermediate H) (2.0 g, 6.17 mmol), K2CO3 (2.5 eq, 2.14 g, 15.52 mmol), and 2-bromo-N-(5-chloro-2,4-dimethoxy-phenyl)-acetamide (Intermediate C) (1.02 eq, 1.99 g, 6.49 mmol) is treated with dry DMF (20 ml). The reaction is stirred at RT for 72 hours. The reaction mixture is diluted with distilled water and stirred for 15 minutes. The precipitate formed was filtered, washed with wate... Reaction conditions: time 72 hour. Solvent: O (water). Starting materials: C(C)OC(CC1=CC=C(C=C1)N1C(NC2=CC=CC=C2C1=O)=O)=O ([4-(2,4-dioxo-1,4-dihydro-2H-quinazolin-3-yl)-phenyl]-acetic acid ethyl ester), C(C)OC(CC1=CC=C(C=C1)N1C(NC2=CC=CC=C2C1=O)=O)=O ([4-(2,4-dioxo-1,4-dihydro-2H-quinazolin-3-yl)-phenyl]-acetic acid ethyl ester), C(=O)([O-])[O-].[K+].[K+] (K2CO3), BrCC(=O)NC1=C(C=C(C(=C1)Cl)OC)OC (2-Bromo-N-(5-chloro-2,4-dimethoxy-phenyl)-acetamide), BrCC(=O)NC1=C(C=C(C(=C1)Cl)OC)OC (2-Bromo-N-(5-chloro-2,4-dimethoxy-phenyl)-acetamide), CN(C)C=O (DMF). Reaction SMILES: [CH2:1]([O:3][C:4](=[O:24])[CH2:5][C:6]1[CH:11]=[CH:10][C:9]([N:12]2[C:21](=[O:22])[C:20]3[C:15](=[CH:16][CH:17]=[CH:18][CH:19]=3)[NH:14][C:13]2=[O:23])=[CH:8][CH:7]=1)[CH3:2].C([O-])([O-])=O.[K+].[K+].Br[CH2:32][C:33]([NH:35][C:36]1[CH:41]=[C:40]([Cl:42])[C:39]([O:43][CH3:44])=[CH:38][C:37]=1[O:45][CH3:46])=[O:34].CN(C=O)C>O>[CH2:1]([O:3][C:4](=[O:24])[CH2:5][C:6]1[CH:11]=[CH:10][C:9]([N:12]2[C:21](=[O:22])[C:20]3[C:15](=[CH:16][CH:17]=[CH:18][CH:19]=3)[N:14]([CH2:32][C:33](=[O:34])[NH:35][C:36]3[CH:41]=[C:40]([Cl:42])[C:39]([O:43][CH3:44])=[CH:38][C:37]=3[O:45][CH3:46])[C:13]2=[O:23])=[CH:8][CH:7]=1)[CH3:2] |f:1.2.3|. Reactants: O=C([O-])O, ClCCl, CC(=O)OC(C)=O, CNc1cc(-n2cc(-c3cccc(N)c3)c3ccc(-c4ccc(OC)cc4)cc32)ncn1, [Na+], c1ccncc1. The product is CNc1cc(-n2cc(-c3cccc(NC(C)=O)c3)c3ccc(-c4ccc(OC)cc4)cc32)ncn1. Reaction SMILES: [C:46](=[O:47])([OH:48])[O-:49].[CH2:51]([Cl:52])[Cl:53].[CH3:1][C:2](=[O:3])[O:4][C:5](=[O:6])[CH3:7].[NH2:8][c:9]1[cH:10][c:11](-[c:15]2[cH:16][n:17](-[c:32]3[cH:33][c:34]([NH:38][CH3:39])[n:35][cH:36][n:37]3)[c:18]3[cH:19][c:20](-[c:24]4[cH:25][cH:26][c:27]([O:30][CH3:31])[cH:28][cH:29]4)[cH:21][cH:22][c:23]23)[cH:12][cH:13][cH:14]1.[Na+:50].[cH:40]1[cH:41][cH:42][n:43][cH:44][cH:45]1>>[CH3:1][C:2](=[O:3])[NH:8][c:9]1[cH:10][c:11](-[c:15]2[cH:16][n:17](-[c:32]3[cH:33][c:34]([NH:38][CH3:39])[n:35][cH:36][n:37]3)[c:18]3[cH:19][c:20](-[c:24]4[cH:25][cH:26][c:27]([O:30][CH3:31])[cH:28][cH:29]4)[cH:21][cH:22][c:23]23)[cH:12][cH:13][cH:14]1. Starting materials: CN(C)c1ccncc1, COC(=O)C1(N)CCN(C(=O)OC(C)(C)C)C1, O=CO, COc1nc(Cl)nc(OC)n1. Product: COC(=O)C1(NC=O)CCN(C(=O)OC(C)(C)C)C1. As a reaction SMILES: [CH3:32][N:33]([c:34]1[cH:35][cH:36][n:37][cH:38][cH:39]1)[CH3:40].[CH3:4][O:5][C:6](=[O:7])[C:8]1([NH2:20])[CH2:9][N:10]([C:13](=[O:14])[O:15][C:16]([CH3:17])([CH3:18])[CH3:19])[CH2:11][CH2:12]1.[CH:1](=[O:2])[OH:3].[Cl:21][c:22]1[n:23][c:24]([O:25][CH3:26])[n:27][c:28]([O:29][CH3:30])[n:31]1>>[CH:1](=[O:2])[NH:20][C:8]1([C:6]([O:5][CH3:4])=[O:7])[CH2:9][N:10]([C:13](=[O:14])[O:15][C:16]([CH3:17])([CH3:18])[CH3:19])[CH2:11][CH2:12]1.